This data is from the Open Reaction Database (ORD), a public repository of structured organic reaction records. The task is: describe an organic reaction: reactants, conditions, products, and yield Reactants: CO, COc1cc(Cl)cc(CBr)c1Cl, N#C[Na], O. The product is COc1cc(Cl)cc(CC#N)c1Cl. RXN SMILES: [CH3:17][OH:18].[Cl:1][c:2]1[c:3]([CH2:11][Br:12])[cH:4][c:5]([Cl:10])[cH:6][c:7]1[O:8][CH3:9].[Na:13][C:14]#[N:15].[OH2:16]>>[Cl:1][c:2]1[c:3]([CH2:11][C:14]#[N:15])[cH:4][c:5]([Cl:10])[cH:6][c:7]1[O:8][CH3:9]. The reactants are F[B-](F)(F)F, C1COCCN1, CCN(C(C)C)C(C)C, O=C(O)c1ccc(-c2noc(C3CCCCN3C(=O)COc3ccccc3)n2)cc1, CN(C)C=O, CN(C)C(On1nnc2ccccc21)=[N+](C)C. The product is O=C(c1ccc(-c2noc(C3CCCCN3C(=O)COc3ccccc3)n2)cc1)N1CCOCC1. RXN SMILES: [B-:31]([F:32])([F:33])([F:34])[F:35].[CH2:62]1[CH2:63][O:64][CH2:65][CH2:66][NH:67]1.[CH:53]([N:54]([CH2:55][CH3:56])[CH:57]([CH3:58])[CH3:59])([CH3:60])[CH3:61].[O:1]([c:2]1[cH:3][cH:4][cH:5][cH:6][cH:7]1)[CH2:8][C:9](=[O:10])[N:11]1[CH:12]([c:17]2[n:18][c:19](-[c:22]3[cH:23][cH:24][c:25]([C:26](=[O:27])[OH:28])[cH:29][cH:30]3)[n:20][o:21]2)[CH2:13][CH2:14][CH2:15][CH2:16]1.[O:68]=[CH:69][N:70]([CH3:71])[CH3:72].[n:36]1([O:37][C:38]([N:39]([CH3:40])[CH3:41])=[N+:42]([CH3:43])[CH3:44])[c:45]2[cH:46][cH:47][cH:48][cH:49][c:50]2[n:51][n:52]1>>[O:1]([c:2]1[cH:3][cH:4][cH:5][cH:6][cH:7]1)[CH2:8][C:9](=[O:10])[N:11]1[CH:12]([c:17]2[n:18][c:19](-[c:22]3[cH:23][cH:24][c:25]([C:26](=[O:27])[N:67]4[CH2:62][CH2:63][O:64][CH2:65][CH2:66]4)[cH:29][cH:30]3)[n:20][o:21]2)[CH2:13][CH2:14][CH2:15][CH2:16]1. Starting materials: Cl (hydrochloric acid), [OH-].[K+] (potassium hydroxide), COC1=CC=C(C=C1)SC1=C(C=CC=C1)CC#N (2-(4-methoxyphenylsulfanyl)phenylacetonitrile), O (water). The solvent is C(C)O (ethanol). Yields the product COC1=CC=C(C=C1)SC1=C(C=CC=C1)CC(=O)O (2-(4-Methoxyphenylsulfanyl)phenylacetic acid). The yield is 84.3%. Reaction SMILES: [OH-:1].[K+].[CH3:3][O:4][C:5]1[CH:10]=[CH:9][C:8]([S:11][C:12]2[CH:17]=[CH:16][CH:15]=[CH:14][C:13]=2[CH2:18][C:19]#N)=[CH:7][CH:6]=1.Cl.[OH2:22]>C(O)C>[CH3:3][O:4][C:5]1[CH:10]=[CH:9][C:8]([S:11][C:12]2[CH:17]=[CH:16][CH:15]=[CH:14][C:13]=2[CH2:18][C:19]([OH:22])=[O:1])=[CH:7][CH:6]=1 |f:0.1|. Reported procedure: A solution of potassium hydroxide (25.9 g, 0.463 mol) in water (60 ml) was added to a stirred solution of 2-(4-methoxyphenylsulfanyl)phenylacetonitrile (31.2 g, 0.119 mol) in ethanol (185 g) and the mixture was refluxed for 7 h. Then the mixture was evaporated to dryness, the residue was dissolved in water (100 ml), the solution was filtered with charcoal to give a clear solution which was acidified to pH 1 with hydrochloric acid under cooling. The separated oil slowly provided a crystalline mat... The reactants are CC1(COC2(CC[C@@H](C2)C[C@@H](C(=O)N(C)[C@@H]([C@@H](C2=CC=CC=C2)O)C)C2=CC(=C(C=C2)SC)C)OC1)C ((R)-3-((R)-8,8-dimethyl-6,10-dioxa-spiro[4.5]dec-2-yl)-N-((1R,2R)-2-hydroxy-1-methyl-2-phenyl-ethyl)-N-methyl-2-(3-methyl-4-methylsulfanyl-phenyl)-propionamide), S(O)(O)(=O)=O (sulfuric acid). Run in O (water), O1CCOCC1 (dioxane). Conditions: temperature 110 celsius. The product is CC=1C=C(C=CC1SC)[C@H](C(=O)O)C[C@@H]1CC(CC1)=O ((R)-2-(3-methyl-4-methylsulfanyl-phenyl)-3-((R)-3-oxo-cyclopentyl)-propionic acid). Isolated yield 90.0%. RXN SMILES: CC1(C)C[O:35][C:5]2([CH2:9][C@@H:8]([CH2:10][C@H:11]([C:26]3[CH:31]=[CH:30][C:29]([S:32][CH3:33])=[C:28]([CH3:34])[CH:27]=3)[C:12](N([C@H](C)[C@H](O)C3C=CC=CC=3)C)=[O:13])[CH2:7][CH2:6]2)OC1.S(=O)(=O)(O)[OH:39]>O1CCOCC1.O>[CH3:34][C:28]1[CH:27]=[C:26]([C@@H:11]([CH2:10][C@H:8]2[CH2:7][CH2:6][C:5](=[O:35])[CH2:9]2)[C:12]([OH:39])=[O:13])[CH:31]=[CH:30][C:29]=1[S:32][CH3:33]. Procedure: A solution of (R)-3-((R)-8,8-dimethyl-6,10-dioxa-spiro[4.5]dec-2-yl)-N-((1R,2R)-2-hydroxy-1-methyl-2-phenyl-ethyl)-N-methyl-2-(3-methyl-4-methylsulfanyl-phenyl)-propionamide (1.35 g, 2.57 mmol) in dioxane (14 mL) was treated with a 9 N aqueous sulfuric acid solution (8 mL). The resulting solution was then heated at 110° C. for 16 h. The reaction was then cooled and diluted with water (150 mL) and extracted with a chloroform/methanol solution (3:2, 2×50 mL) and then combined the organic extracts ... The reactants are NC1=C(C=C(OC2=CC=NC=3NC(C(=NC32)C)=O)C=C1)SC (8-(4-amino-3-(methylthio)phenoxy)-2-methylpyrido[2,3-b]pyrazin-3(4H)-one), FC1=C(C=C(C=C1)C(F)(F)F)N=C=O (1-fluoro-2-isocyanato-4-(trifluoromethyl)benzene). The product is FC1=C(C=C(C=C1)C(F)(F)F)NC(=O)NC1=C(C=C(C=C1)OC1=CC=NC=2NC(C(=NC21)C)=O)SC (1-(2-fluoro-5-(trifluoromethyl)phenyl)-3-(4-(2-methyl-3-oxo-3,4-dihydropyrido[2,3-b]pyrazin-8-yloxy)-2-(methylthio)phenyl)urea). RXN SMILES: [NH2:1][C:2]1[CH:20]=[CH:19][C:5]([O:6][C:7]2[C:16]3[N:15]=[C:14]([CH3:17])[C:13](=[O:18])[NH:12][C:11]=3[N:10]=[CH:9][CH:8]=2)=[CH:4][C:3]=1[S:21][CH3:22].[F:23][C:24]1[CH:29]=[CH:28][C:27]([C:30]([F:33])([F:32])[F:31])=[CH:26][C:25]=1[N:34]=[C:35]=[O:36]>>[F:23][C:24]1[CH:29]=[CH:28][C:27]([C:30]([F:33])([F:32])[F:31])=[CH:26][C:25]=1[NH:34][C:35]([NH:1][C:2]1[CH:20]=[CH:19][C:5]([O:6][C:7]2[C:16]3[N:15]=[C:14]([CH3:17])[C:13](=[O:18])[NH:12][C:11]=3[N:10]=[CH:9][CH:8]=2)=[CH:4][C:3]=1[S:21][CH3:22])=[O:36]. Procedure: Method F2 was used with 8-(4-amino-3-(methylthio)phenoxy)-2-methylpyrido[2,3-b]pyrazin-3(4H)-one and 1-fluoro-2-isocyanato-4-(trifluoromethyl)benzene, to afford the title compound was obtained as a white solid (5 mg, 12%).